Dataset: the Open Reaction Database (ORD), a public repository of structured organic reaction records. Task: describe an organic reaction: reactants, conditions, products, and yield As a reaction SMILES: [C:40](=[O:41])([O-:42])[O-:43].[CH3:1][O:2][C:3]([CH:4]([CH2:5][c:6]1[cH:7][cH:8][c:9]([O:12][S:13]([C:14]([F:15])([F:16])[F:17])(=[O:18])=[O:19])[cH:10][cH:11]1)[NH:20][C:21](=[O:22])[O:23][C:24]([CH3:25])([CH3:26])[CH3:27])=[O:28].[CH3:29][O:30][c:31]1[c:32]([B:37]([OH:38])[OH:39])[cH:33][cH:34][cH:35][cH:36]1.[CH3:46][O:47][CH2:48][CH2:49][O:50][CH3:51].[K+:44].[K+:45].[OH2:52]>>[CH3:1][O:2][C:3]([CH:4]([CH2:5][c:6]1[cH:7][cH:8][c:9](-[c:32]2[c:31]([O:30][CH3:29])[cH:36][cH:35][cH:34][cH:33]2)[cH:10][cH:11]1)[NH:20][C:21](=[O:22])[O:23][C:24]([CH3:25])([CH3:26])[CH3:27])=[O:28]. The product is COC(=O)C(Cc1ccc(-c2ccccc2OC)cc1)NC(=O)OC(C)(C)C. Reactants: O=C([O-])[O-], COC(=O)C(Cc1ccc(OS(=O)(=O)C(F)(F)F)cc1)NC(=O)OC(C)(C)C, COc1ccccc1B(O)O, COCCOC, [K+], [K+], O.